From a dataset of the Open Reaction Database (ORD), a public repository of structured organic reaction records. describe an organic reaction: reactants, conditions, products, and yield The reactants are FC=1C(=CC(=C(C1)CC(=O)O)[N+](=O)[O-])[N+](=O)[O-] ((5-fluoro-2,4-dinitro-phenyl)-acetic acid), [H][H] (hydrogen). The reagents and catalysts are [Pd] (palladium on activated carbon). The solvent is CO (methanol). The product is NC1=C(C=C(C(=C1)N)F)CC(=O)O ((2,4-diamino-5-fluoro-phenyl)-acetic acid). Yield: 99.9%. RXN SMILES: [F:1][C:2]1[C:3]([N+:15]([O-])=O)=[CH:4][C:5]([N+:12]([O-])=O)=[C:6]([CH2:8][C:9]([OH:11])=[O:10])[CH:7]=1.[H][H]>CO.[Pd]>[NH2:12][C:5]1[CH:4]=[C:3]([NH2:15])[C:2]([F:1])=[CH:7][C:6]=1[CH2:8][C:9]([OH:11])=[O:10]. Procedure details: (5-Fluoro-2,4-dinitro-phenyl)-acetic acid 9b (10 g, 38.7 mmol) was dissolved in 150 mL of methanol under stirring at room temperature, and palladium on activated carbon (5%, 1.5 g) was then added to the solution. The reaction mixture was hydrogenated under 0.3 Mpa of hydrogen. The reaction was completed until TLC showed the disappearance of starting materials. The above mixture was filtered twice and the filtrate was concentrated under reduced pressure to give the title compound (2,4-diamino-5-f... Starting materials: NCCCN1C(=NC=2C(=NC=3C=CC=CC3C21)N)CCOC (1-(3-aminopropyl)-2-(2-methoxyethyl)-1H-imidazo[4,5-c]quinolin-4-amine), C1(=CC=C(C=C1)S(=O)(=O)Cl)C (p-toluenesulfonyl chloride). Product: NC1=NC=2C=CC=CC2C2=C1N=C(N2CCCNS(=O)(=O)C2=CC=C(C=C2)C)CCOC (N-{3-[4-amino-2-(2-methoxyethyl)-1H-imidazo[4,5-c]quinolin-1-yl]propyl}-4-methylbenzenesulfonamide). The yield is 32.4%. RXN SMILES: [NH2:1][CH2:2][CH2:3][CH2:4][N:5]1[C:17]2[C:16]3[CH:15]=[CH:14][CH:13]=[CH:12][C:11]=3[N:10]=[C:9]([NH2:18])[C:8]=2[N:7]=[C:6]1[CH2:19][CH2:20][O:21][CH3:22].[C:23]1([CH3:33])[CH:28]=[CH:27][C:26]([S:29](Cl)(=[O:31])=[O:30])=[CH:25][CH:24]=1>>[NH2:18][C:9]1[C:8]2[N:7]=[C:6]([CH2:19][CH2:20][O:21][CH3:22])[N:5]([CH2:4][CH2:3][CH2:2][NH:1][S:29]([C:26]3[CH:27]=[CH:28][C:23]([CH3:33])=[CH:24][CH:25]=3)(=[O:31])=[O:30])[C:17]=2[C:16]2[CH:15]=[CH:14][CH:13]=[CH:12][C:11]=2[N:10]=1. Procedure details: Using the general method of Example 242, 1-(3-aminopropyl)-2-(2-methoxyethyl)-1H-imidazo[4,5-c]quinolin-4-amine (1.53 g, 5.11 mmol) was reacted with p-toluenesulfonyl chloride (1.07 g, 5,62 mmol) to provide 750 mg of N-{3-[4-amino-2-(2-methoxyethyl)-1H-imidazo[4,5-c]quinolin-1-yl]propyl}-4-methylbenzenesulfonamide as a solid, m.p. 189-191° C. Analysis: Calculated for C23H27N5O3S.0.50 H2O: % C, 59.72; % H, 6.10; % N, 15.14; Found: % C, 59.73; % H, 5.95; % N, 15.08. Starting materials: C(C)(C)(C)C1=CC=C(C=C1)C=1SC=C(C1O)C(=O)C (2-(4-t-butylphenyl)-3-hydroxy-4-methylcarbonylthiophene), ClC1=C(C(=O)OC)C=CC(=C1)C(=O)NN (methyl 2-chloro-4-hydrazinocarbonylbenzoate). Yields the product ClC1=C(C(=O)OC)C=CC(=C1)C(=O)NN=C(C)C1=CSC(=C1O)C1=CC=C(C=C1)C(C)(C)C (methyl 2-chloro-4-[(2-{1-[5-(4-t-butylphenyl)-4-hydroxy-3-thienyl]ethylidene}hydrazino)carbonyl]benzoate). As a reaction SMILES: [C:1]([C:5]1[CH:10]=[CH:9][C:8]([C:11]2[S:12][CH:13]=[C:14]([C:17]([CH3:19])=O)[C:15]=2[OH:16])=[CH:7][CH:6]=1)([CH3:4])([CH3:3])[CH3:2].[Cl:20][C:21]1[CH:30]=[C:29]([C:31]([NH:33][NH2:34])=[O:32])[CH:28]=[CH:27][C:22]=1[C:23]([O:25][CH3:26])=[O:24]>>[Cl:20][C:21]1[CH:30]=[C:29]([C:31]([NH:33][N:34]=[C:17]([C:14]2[C:15]([OH:16])=[C:11]([C:8]3[CH:9]=[CH:10][C:5]([C:1]([CH3:4])([CH3:3])[CH3:2])=[CH:6][CH:7]=3)[S:12][CH:13]=2)[CH3:19])=[O:32])[CH:28]=[CH:27][C:22]=1[C:23]([O:25][CH3:26])=[O:24]. Procedure details: Using 2-(4-t-butylphenyl)-3-hydroxy-4-methylcarbonylthiophene (55 mg, 0.20 mmol) and methyl 2-chloro-4-hydrazinocarbonylbenzoate (50 mg, 0.22 mmol) as the starting materials, the desired product was obtained in the same manner as in Synthetic Example 65 as a pale yellow solid (86 mg, yield 89%). Reactants: CC(C)([O-])C.[Na+] (sodium t-butoxide), COC(=O)[C@@H]1CN(CC[C@H]1N[C@H](C)C1=CC=CC=C1)C(=O)OC(C)(C)C ((3R,4R)-4-[(R)-1-Phenyl-ethylamino]-piperidine-1,3-dicarboxylic acid 1-tert-butyl ester 3-methyl ester), O (Water). The solvent is C(C)(C)(C)O (t-butanol), O1CCCC1 (tetrahydrofuran). Run at time 16 hour. Yields the product C(C)(C)(C)OC(=O)N1C[C@@H]([C@@H](CC1)N[C@H](C)C1=CC=CC=C1)C(=O)O ((3S,4R)-4-[(R)-1-Phenyl-ethylamino]-piperidine-1,3-dicarboxylic acid 1-tert-butyl ester). The yield is 48.8%. Reaction SMILES: C[O:2][C:3]([C@H:5]1[C@H:10]([NH:11][C@@H:12]([C:14]2[CH:19]=[CH:18][CH:17]=[CH:16][CH:15]=2)[CH3:13])[CH2:9][CH2:8][N:7]([C:20]([O:22][C:23]([CH3:26])([CH3:25])[CH3:24])=[O:21])[CH2:6]1)=[O:4].CC(C)([O-])C.[Na+].O>O1CCCC1.C(O)(C)(C)C>[C:23]([O:22][C:20]([N:7]1[CH2:8][CH2:9][C@@H:10]([NH:11][C@@H:12]([C:14]2[CH:15]=[CH:16][CH:17]=[CH:18][CH:19]=2)[CH3:13])[C@@H:5]([C:3]([OH:4])=[O:2])[CH2:6]1)=[O:21])([CH3:24])([CH3:25])[CH3:26] |f:1.2|. Procedure: In a dry flask (3R,4R)-4-[(R)-1-Phenyl-ethylamino]-piperidine-1,3-dicarboxylic acid 1-tert-butyl ester 3-methyl ester (4.50 g, 12.4 mmol) was dissolved in tetrahydrofuran (170 mL) and t-butanol (11 mL), and sodium t-butoxide (04.85 g, 50.5 mmol)was added. The reaction mixture was stirred for 16 hours. Water was added and the mixture was extracted with ethyl acetate five times. There was minimal residue after concentration in vacuo of the combined organic extracts. The aqueous extract was acidifi... Starting materials: CCCCBr, CS(C)=O, Nc1cccc(CO)c1, [Na+], O=C([O-])O, O. Yields the product CCCCNc1cccc(CO)c1. Reaction SMILES: [Br:15][CH2:16][CH2:17][CH2:18][CH3:19].[CH3:21][S:22]([CH3:23])=[O:24].[NH2:1][c:2]1[cH:3][c:4]([CH2:5][OH:6])[cH:7][cH:8][cH:9]1.[Na+:14].[O-:10][C:11]([OH:12])=[O:13].[OH2:20]>>[NH:1]([c:2]1[cH:3][c:4]([CH2:5][OH:6])[cH:7][cH:8][cH:9]1)[CH2:16][CH2:17][CH2:18][CH3:19].